Dataset: the Open Reaction Database (ORD), a public repository of structured organic reaction records. Task: describe an organic reaction: reactants, conditions, products, and yield Reactants: CCOC(=O)c1csc2c(-c3ccncc3)c(-c3cccc(NC(=O)Nc4ccc(C(F)(F)F)cc4)c3)nn12, CO, N. The product is NC(=O)c1csc2c(-c3ccncc3)c(-c3cccc(NC(=O)Nc4ccc(C(F)(F)F)cc4)c3)nn12. As a reaction SMILES: [CH2:1]([O:3][C:4](=[O:2])[c:6]1[n:7]2[c:8]([s:9][cH:10]1)[c:11](-[c:34]1[cH:35][cH:36][n:37][cH:38][cH:39]1)[c:12](-[c:14]1[cH:15][c:16]([NH:20][C:21](=[O:22])[NH:23][c:24]3[cH:25][cH:26][c:27]([C:30]([F:31])([F:32])[F:33])[cH:28][cH:29]3)[cH:17][cH:18][cH:19]1)[n:13]2)[CH3:5].[CH3:41][OH:42].[NH3:40]>>[O:3]=[C:4]([c:6]1[n:7]2[c:8]([s:9][cH:10]1)[c:11](-[c:34]1[cH:35][cH:36][n:37][cH:38][cH:39]1)[c:12](-[c:14]1[cH:15][c:16]([NH:20][C:21](=[O:22])[NH:23][c:24]3[cH:25][cH:26][c:27]([C:30]([F:31])([F:32])[F:33])[cH:28][cH:29]3)[cH:17][cH:18][cH:19]1)[n:13]2)[NH2:40]. Reactants: C(CCC)OC(=O)COC1=CC(=C(C=C1[N+](=O)[O-])C=1C(N(C(=CN1)C(F)(F)F)C)=O)F (3-[4-(butoxycarbonylmethoxy)-2-fluoro-5-nitrophenyl]-1-methyl-6-trifluoromethyl-2-oxo-1,2-dihydropyrazine), C(CCC)OC(=O)COC1=CC(=C(C=C1[N+](=O)[O-])C=1C(N(C(=CN1)C(F)(F)F)C)=O)F (3-[4-(butoxycarbonylmethoxy)-2-fluoro5-nitrophenyl]-1-methyl-6-trifluoromethyl-2-oxo-1,2-dihydropyrazine), ice water, O (water). Reagents/catalysts: [Fe] (iron). Run in C(C)(=O)OCC (ethyl acetate), C(C)(=O)O (acetic acid), C(C)(=O)O (acetic acid). Conditions: temperature 50 celsius, time 1 hour. Product: FC1=CC2=C(NC(CO2)=O)C=C1C=1C(N(C(=CN1)C(F)(F)F)C)=O (3-(7-fluoro-3-oxo-2H-1,4-benzoxazin-6-yl)-1-methyl-6-trifluoromethyl-2-oxo-1,2-dihydropyrazine). The yield is 56.8%. Reaction SMILES: O.C(O[C:7]([CH2:9][O:10][C:11]1[C:16]([N+:17]([O-])=O)=[CH:15][C:14]([C:20]2[C:21](=[O:31])[N:22]([CH3:30])[C:23]([C:26]([F:29])([F:28])[F:27])=[CH:24][N:25]=2)=[C:13]([F:32])[CH:12]=1)=[O:8])CCC>C(OCC)(=O)C.C(O)(=O)C.[Fe]>[F:32][C:13]1[C:14]([C:20]2[C:21](=[O:31])[N:22]([CH3:30])[C:23]([C:26]([F:27])([F:29])[F:28])=[CH:24][N:25]=2)=[CH:15][C:16]2[NH:17][C:7](=[O:8])[CH2:9][O:10][C:11]=2[CH:12]=1. Procedure: Then, 2.8 g of iron powder was added to a mixture of 5 ml of acetic acid and 50 ml of water, and the mixture was heated to 50° C. To this was slowly added dropwise a solution of 2.8 g of 3-[4-(butoxycarbonylmethoxy)-2-fluoro-5-nitrophenyl]-1-methyl-6-trifluoromethyl-2-oxo-1,2-dihydropyrazine (the present compound obtained in step (3) above) in 25 ml of ethyl acetate and 25 ml of acetic acid. The mixture was stirred at an internal temperature of 60° to 70° C. for 1 hour. After completion of the r... The reactants are ClC=1C=C(OCC2=C(C#N)C=CC=C2)C=CC1 (2-(3-chlorophenoxymethyl)benzonitrile), C(=O)O (formic acid). Reagents/catalysts: [Ni] (Raney nickel), [Ni] (Raney nickel). Reaction conditions: temperature 150 celsius, time 17 hour. The product is ClC=1C=C(OCC2=C(C=O)C=CC=C2)C=CC1 (2-(3-chlorophenoxymethyl)benzaldehyde). As a reaction SMILES: [Cl:1][C:2]1[CH:3]=[C:4]([CH:15]=[CH:16][CH:17]=1)[O:5][CH2:6][C:7]1[CH:14]=[CH:13][CH:12]=[CH:11][C:8]=1[C:9]#N.C(O)=[O:19]>[Ni]>[Cl:1][C:2]1[CH:3]=[C:4]([CH:15]=[CH:16][CH:17]=1)[O:5][CH2:6][C:7]1[CH:14]=[CH:13][CH:12]=[CH:11][C:8]=1[CH:9]=[O:19]. Procedure details: Raney nickel alloy (9.72 g) was added to a solution of part of the crude (2-(3-chlorophenoxymethyl)benzonitrile (9.72 g) in 75% formic acid (150 ml). The resulting mixture was heated at 150° C. for about 5 hours, further Raney nickel alloy (3 g) was added, and heating at 150° C. was continued for a further 17 hours. The mixture was filtered and the solid was washed with a little methanol. The combined filtrate and washings were diluted with water and extracted with ether. The extracts was washed... Isolated yield 98.2%. Procedure: A stirred mixture of 6-chloro-3-(4-piperidinyl)-1,2 benzisoxazole (4.6 g, 19 mmol), 1-[4-(2-chloroethoxy)-3- methoxyphenyl]ethanone (4.3 g, 19 mmol), K2CO3 (2.8 g), a few crystals of KI and acetonitrile (120 ml) was refluxed for 16 hours. The reaction was filtered and the filtrate was concentrated to yield 8.0 g of yellow solid. The solid was chromatographed on a Waters Prep 500 LC (silica columns, eluting with methylene chloride/methanol, 5%). Concentration of the appropriate fractions yielded ... The product is ClC1=CC2=C(C(=NO2)C2CCN(CC2)CCOC2=C(C=C(C=C2)C(C)=O)OC)C=C1 (1-[4-[2-[4-(6-Chloro-1,2-benzisoxazol-3-yl)-1-piperidinyl]ethoxy]-3-methoxyphenyl]-ethanone). RXN SMILES: [Cl:1][C:2]1[CH:16]=[CH:15][C:5]2[C:6]([CH:9]3[CH2:14][CH2:13][NH:12][CH2:11][CH2:10]3)=[N:7][O:8][C:4]=2[CH:3]=1.Cl[CH2:18][CH2:19][O:20][C:21]1[CH:26]=[CH:25][C:24]([C:27](=[O:29])[CH3:28])=[CH:23][C:22]=1[O:30][CH3:31].C([O-])([O-])=O.[K+].[K+]>C(#N)C>[Cl:1][C:2]1[CH:16]=[CH:15][C:5]2[C:6]([CH:9]3[CH2:10][CH2:11][N:12]([CH2:18][CH2:19][O:20][C:21]4[CH:26]=[CH:25][C:24]([C:27](=[O:29])[CH3:28])=[CH:23][C:22]=4[O:30][CH3:31])[CH2:13][CH2:14]3)=[N:7][O:8][C:4]=2[CH:3]=1 |f:2.3.4|. The solvent is C(C)#N (acetonitrile). Starting materials: ClC1=CC2=C(C(=NO2)C2CCNCC2)C=C1 (6-chloro-3-(4-piperidinyl)-1,2 benzisoxazole), ClCCOC1=C(C=C(C=C1)C(C)=O)OC (1-[4-(2-chloroethoxy)-3- methoxyphenyl]ethanone), C(=O)([O-])[O-].[K+].[K+] (K2CO3). RXN SMILES: [Cl:1][C:2]1[CH:3]=[C:4]([CH:9]([OH:28])[C:10]([NH:12][C@@H:13]2[CH2:18][CH2:17][CH2:16][CH2:15][C@H:14]2[C:19]2[CH:24]=[CH:23][C:22]([OH:25])=[C:21]([O:26][CH3:27])[CH:20]=2)=[O:11])[CH:5]=[CH:6][C:7]=1[Cl:8].S(C1C=CC(C)=CC=1)(O[C:33]#[C:34][CH3:35])(=O)=O.C[O-].[Na+].[Cl-].[Na+]>CO>[Cl:1][C:2]1[CH:3]=[C:4]([CH:9]([OH:28])[C:10]([NH:12][C@@H:13]2[CH2:18][CH2:17][CH2:16][CH2:15][C@H:14]2[C:19]2[CH:24]=[CH:23][C:22]([O:25][CH2:35][C:34]#[CH:33])=[C:21]([O:26][CH3:27])[CH:20]=2)=[O:11])[CH:5]=[CH:6][C:7]=1[Cl:8] |f:2.3,4.5|. Solvent: CO (methanol). Reported procedure: A solution of 0.6 g (1.4 mmol) of 2-(3,4-dichlorophenyl)-2-hydroxy-N-[trans-2-(4-hydroxy-3-methoxy-phenyl)-cyclohexyl]-acetamide and 0.4 g (1.9 mmol) of propynyl tosylate and 2.7 ml of 1 M solution of sodium methoxide in 10 ml methanol is heated to reflux for 3 hours. The reaction mixture is cooled and poured into 30 ml of aqueous saturated sodium chloride solution and finally extracted with two 100 ml portions of ethyl acetate. The combined organic extract is concentrated under reduced pressure... The product is ClC=1C=C(C=CC1Cl)C(C(=O)N[C@H]1[C@@H](CCCC1)C1=CC(=C(C=C1)OCC#C)OC)O (2-(3,4-dichlorophenyl)-2-hydroxy-N-[trans-2-(3-methoxy-4-prop-2-ynyloxy-phenyl)-cyclohexyl]-acetamide). Reactants: ClC=1C=C(C=CC1Cl)C(C(=O)N[C@H]1[C@@H](CCCC1)C1=CC(=C(C=C1)O)OC)O (2-(3,4-dichlorophenyl)-2-hydroxy-N-[trans-2-(4-hydroxy-3-methoxy-phenyl)-cyclohexyl]-acetamide), S(=O)(=O)(OC#CC)C1=CC=C(C)C=C1 (propynyl tosylate), solution, C[O-].[Na+] (sodium methoxide), [Cl-].[Na+] (sodium chloride).